Dataset: the Open Reaction Database (ORD), a public repository of structured organic reaction records. Task: describe an organic reaction: reactants, conditions, products, and yield Reactants: ClC1=CC=2N(C(=N1)C)N=NC2 (5-chloro-7-methyltriazolo[1,5-c]pyrimidine), CN (methylamine), aqueous solution. The solvent is O (water). Product: CC1=NC(=CC=2N1N=NC2)NC (7-Methyl-5-(N-methylamino)triazolo[1,5-c]pyrimidine). As a reaction SMILES: Cl[C:2]1[N:7]=[C:6]([CH3:8])[N:5]2[N:9]=[N:10][CH:11]=[C:4]2[CH:3]=1.[CH3:12][NH2:13]>O>[CH3:8][C:6]1[N:5]2[N:9]=[N:10][CH:11]=[C:4]2[CH:3]=[C:2]([NH:13][CH3:12])[N:7]=1. Procedure details: To a stirred solution of 3.4 g (20 mmole) of 5-chloro-7-methyltriazolo[1,5-c]pyrimidine in 50 ml of water was added 1.25 g (40 mmole) of methylamine as a 40% aqueous solution. The mixture was heated in an oil bath and thickened rapidly as a result. The solid was separated by filtration, and was then recrystallized from a benzene-hexane mixture with treatment with decolorizing charcoal. The product was white needles of 7-methyl-5-(N-methylamino)triazolo[1,5-c]pyrimidine, m.p. 162°-164° C. Analysi... Reactants: C(C)(=O)C1=NC=CC=C1 (2-acetyl pyridine), C1(=CC=CC=C1)N1C(=NC2=C1C=CC=C2)NN (1-phenyl-2-hydrazinobenzimidazole). Reagents/catalysts: C(C)(=O)O (acetic acid). The solvent is CO (methanol). Run at time 2 day. Yields the product C1(=CC=CC=C1)N1C(=NC2=C1C=CC=C2)NN=C(C)C2=NC=CC=C2 (1-(2-Pyridyl)-1-ethanone-1-(1-phenyl-1H-benzo[d]imidazol-2-yl)-hydrazone). As a reaction SMILES: [C:1]([C:4]1[CH:9]=[CH:8][CH:7]=[CH:6][N:5]=1)(=O)[CH3:2].[C:10]1([N:16]2[C:20]3[CH:21]=[CH:22][CH:23]=[CH:24][C:19]=3[N:18]=[C:17]2[NH:25][NH2:26])[CH:15]=[CH:14][CH:13]=[CH:12][CH:11]=1>CO.C(O)(=O)C>[C:10]1([N:16]2[C:20]3[CH:21]=[CH:22][CH:23]=[CH:24][C:19]=3[N:18]=[C:17]2[NH:25][N:26]=[C:1]([C:4]2[CH:9]=[CH:8][CH:7]=[CH:6][N:5]=2)[CH3:2])[CH:11]=[CH:12][CH:13]=[CH:14][CH:15]=1. Procedure: A mixture of 2-acetyl pyridine (1.00 g, 8.26 mmol) and 1-phenyl-2-hydrazinobenzimidazole (1.85 g, 8.26 mmol) in 20 ml of methanol is stirred at room temperature for 2 days after the addition of 6 drops of glacial acetic acid. The reaction is monitored by means of thin layer chromatography (Polygram Sil G/UV254 prefabricated foils; eluting agent: CH2Cl2:MeOH (12:1)). Subsequently, the reaction mixture is diluted with distilled water until a precipitate forms and stored for 24 hours in the refrige...